From a dataset of the Open Reaction Database (ORD), a public repository of structured organic reaction records. describe an organic reaction: reactants, conditions, products, and yield The reactants are NCC1(CC(CC(C1)(C)C)N)C (3-Aminomethyl-3,5,5-trimethylcyclohexylamine), 3-isocyanatomethylene-3,5,5-trimethylcyclohexyl isocyanate, polyamides, epoxy resins, N (ammonia), C(#N)C1(CC(CC(C1)(C)C)=O)C (3-cyano-3,5,5-trimethylcyclohexanone). The product is NCC1(CC(CC(C1)(C)C)N)C (3-Aminomethyl-3,5,5-trimethylcyclohexylamine), C(#N)C1(CC(CC(C1)(C)C)N)C (3-cyano-3,5,5-trimethylcyclohexylamine). As a reaction SMILES: [NH2:1][CH2:2][C:3]1([CH3:12])[CH2:8][C:7]([CH3:10])([CH3:9])[CH2:6][CH:5]([NH2:11])[CH2:4]1.C(C1(C)CC(C)(C)CC(=O)C1)#N.N>>[NH2:1][CH2:2][C:3]1([CH3:12])[CH2:8][C:7]([CH3:9])([CH3:10])[CH2:6][CH:5]([NH2:11])[CH2:4]1.[C:2]([C:3]1([CH3:12])[CH2:8][C:7]([CH3:9])([CH3:10])[CH2:6][CH:5]([NH2:11])[CH2:4]1)#[N:1]. Procedure details: 3-Aminomethyl-3,5,5-trimethylcyclohexylamine (i.e., isophoronediamine, abbreviated as IPDA) is used as a starting material for preparing substances such as 3-isocyanatomethylene-3,5,5-trimethylcyclohexyl isocyanate (i.e., isophorone diisocyanate, abbreviated as IPDI) or polyamides, and also used as a curing agent for epoxy resins. 3-Aminomethyl-3,5,5-trimethylcyclohexylamine is prepared, on an industrial scale, by reacting 3-cyano-3,5,5-trimethylcyclohexanone (i.e., isophoronenitrile, abbreviate... The reactants are N(C(=N)N)C=1SC=C(N1)C1CC(CCC1)NC1=C(C(C1=O)=O)OC (1-[3-(2-guanidinothiazol-4-yl)cyclohexylamino]-2-methoxycyclobutene-3,4-dione), CN (methylamine). The solvent is CO.C(Cl)(Cl)Cl (methanol chloroform), C(C)O (ethanol). Conditions: time 2 hour. Product: N(C(=N)N)C=1SC=C(N1)C1CC(CCC1)NC1=C(C(C1=O)=O)NC (1-[3-(2-guanidinothiazol-4-yl)cyclohexylamino]-2-methylaminocyclobutene-3,4-dione). Reaction SMILES: [NH:1]([C:5]1[S:6][CH:7]=[C:8]([CH:10]2[CH2:15][CH2:14][CH2:13][CH:12]([NH:16][C:17]3[C:20](=O)[C:19](=[O:22])[C:18]=3[O:23]C)[CH2:11]2)[N:9]=1)[C:2]([NH2:4])=[NH:3].[CH3:25][NH2:26]>CO.C(Cl)(Cl)Cl.C(O)C>[NH:1]([C:5]1[S:6][CH:7]=[C:8]([CH:10]2[CH2:15][CH2:14][CH2:13][CH:12]([NH:16][C:17]3[C:18](=[O:23])[C:19](=[O:22])[C:20]=3[NH:26][CH3:25])[CH2:11]2)[N:9]=1)[C:2]([NH2:4])=[NH:3] |f:2.3|. Procedure: A solution of 1-[3-(2-guanidinothiazol-4-yl)cyclohexylamino]-2-methoxycyclobutene-3,4-dione (0.25 g.) in warm methanol/chloroform (50:50 v/v) (50 ml.) was treated with 14 ml. of a solution of methylamine in ethanol (33% w/v) and the resulting solution allowed to stand at room temperature for 2 hours. Concentration of the reaction mixture gave a crystalline solid (0.21 g.) which was collected and washed with a small volume of methanol to give 1-[3-(2-guanidinothiazol-4-yl)cyclohexylamino]-2-methy...